The task is: describe an organic reaction: reactants, conditions, products, and yield. This data is from the Open Reaction Database (ORD), a public repository of structured organic reaction records. The reactants are COc1ccc(CSC2CC(C(=O)O)N(C)C2)cc1, CC#N, CCN(C(C)C)C(C)C, O=C(O)C(F)(F)F, O=C(OCc1ccc([N+](=O)[O-])cc1)N1CCCNCC1. Yields the product COc1ccc(CSC2CC(C(=O)N3CCCN(C(=O)OCc4ccc([N+](=O)[O-])cc4)CC3)N(C)C2)cc1. As a reaction SMILES: [C:1](=[O:2])([OH:3])[CH:4]1[N:5]([CH3:19])[CH2:6][CH:7]([S:9][CH2:10][c:11]2[cH:12][cH:13][c:14]([O:17][CH3:18])[cH:15][cH:16]2)[CH2:8]1.[CH3:47][C:48]#[N:49].[CH:50]([N:51]([CH2:52][CH3:53])[CH:54]([CH3:55])[CH3:56])([CH3:57])[CH3:58].[F:20][C:21]([F:22])([F:23])[C:24]([OH:25])=[O:26].[N+:27](=[O:28])([O-:29])[c:30]1[cH:31][cH:32][c:33]([CH2:34][O:35][C:36](=[O:37])[N:38]2[CH2:39][CH2:40][NH:41][CH2:42][CH2:43][CH2:44]2)[cH:45][cH:46]1>>[C:1](=[O:3])([CH:4]1[N:5]([CH3:19])[CH2:6][CH:7]([S:9][CH2:10][c:11]2[cH:12][cH:13][c:14]([O:17][CH3:18])[cH:15][cH:16]2)[CH2:8]1)[N:41]1[CH2:40][CH2:39][N:38]([C:36]([O:35][CH2:34][c:33]2[cH:32][cH:31][c:30]([N+:27](=[O:28])[O-:29])[cH:46][cH:45]2)=[O:37])[CH2:44][CH2:43][CH2:42]1. Starting materials: Cl.ClC1=CC=C(CN(N)C2=CC=C(C=C2)C(C)C)C=C1 (1-(4-chlorobenzyl)-1-(4-isopropylphenyl) hydrazine hydrochloride), ethyl and isopropyl esters, CCOC(=O)CC1CCCCC1=O (ethyl 2-cyclohexanone acetate). Procedure details: Following the procedure of Example 1, but using 1-(4-chlorobenzyl)-1-(4-isopropylphenyl) hydrazine hydrochloride and ethyl 2-cyclohexanone acetate as starting materials, the title compound was prepared as a mixture of ethyl and isopropyl esters. Reaction SMILES: Cl.[Cl:2][C:3]1[CH:20]=[CH:19][C:6]([CH2:7][N:8]([C:10]2[CH:15]=[CH:14][C:13]([CH:16]([CH3:18])[CH3:17])=[CH:12][CH:11]=2)N)=[CH:5][CH:4]=1.[CH3:21][CH2:22][O:23][C:24]([CH2:26][CH:27]1[C:32](=O)[CH2:31][CH2:30][CH2:29][CH2:28]1)=[O:25]>>[Cl:2][C:3]1[CH:20]=[CH:19][C:6]([CH2:7][N:8]2[C:28]3[CH:27]([CH2:26][C:24]([O:23][CH2:22][CH3:21])=[O:25])[CH2:32][CH2:31][CH2:30][C:29]=3[C:15]3[C:10]2=[CH:11][CH:12]=[C:13]([CH:16]([CH3:18])[CH3:17])[CH:14]=3)=[CH:5][CH:4]=1 |f:0.1|. The product is ClC1=CC=C(CN2C3=CC=C(C=C3C=3CCCC(C23)CC(=O)OCC)C(C)C)C=C1 (Ethyl 9-p-chlorobenzyl-6-isopropyl-1,2,3,4-tetrahydrocarbazol-1-yl-acetate). Reactants: C1(CC12CCOCC2)C(=O)OCC (ethyl 6-oxaspiro[2.5]-octane-1-carboxylate), [OH-].[K+] (potassium hydroxide). Solvent: C(C)O.O (ethanol water). Run at temperature 60 celsius. Product: C1(CC12CCOCC2)C(=O)O (6-Oxaspiro[2.5]octane-1-carboxylic acid). As a reaction SMILES: [CH:1]1([C:9]([O:11]CC)=[O:10])[C:3]2([CH2:8][CH2:7][O:6][CH2:5][CH2:4]2)[CH2:2]1.[OH-].[K+]>C(O)C.O>[CH:1]1([C:9]([OH:11])=[O:10])[C:3]2([CH2:8][CH2:7][O:6][CH2:5][CH2:4]2)[CH2:2]1 |f:1.2,3.4|. Procedure: A solution of 120.50 g of ethyl 6-oxaspiro[2.5]-octane-1-carboxylate in 700 ml of ethanol/water 3.5:1 is mixed with 55.20 g of potassium hydroxide. The reaction mixture is heated at 60° C. for 4 hours, the ethanol is distilled off and the aqueous residue is diluted with water and extracted with tert-butyl methyl ether. The aqueous phase is adjusted to pH 2 with 4M hydrochloric acid and extracted with tert-butyl methyl ether. The combined organic extracts are washed with brine, dried with sodium ... Reactants: NC1=C(C=C(C=C1Br)C=1OC2=C(C(C1)=O)C(=C(C=C2F)F)NC(C(C)(C)C)=O)Br (2-(4-amino-3,5-dibromophenyl)-6,8-difluoro-5-pivaloylamino-4H-1-benzopyran-4-one). The solvent is S(O)(O)(=O)=O (sulfuric acid). Reaction conditions: temperature 100 celsius, time 1.3 hour. Yields the product NC1=C(C=C(C2=C1C(C=C(O2)C2=CC(=C(C(=C2)Br)N)Br)=O)F)F (5-Amino-2-(4-amino-3,5-dibromophenyl)-6,8-difluoro_ 4H-1-benzopyran-4-one). Isolated yield 44.8%. RXN SMILES: [NH2:1][C:2]1[C:7]([Br:8])=[CH:6][C:5]([C:9]2[O:10][C:11]3[C:19]([F:20])=[CH:18][C:17]([F:21])=[C:16]([NH:22]C(=O)C(C)(C)C)[C:12]=3[C:13](=[O:15])[CH:14]=2)=[CH:4][C:3]=1[Br:29]>S(=O)(=O)(O)O>[NH2:22][C:16]1[C:12]2[C:13](=[O:15])[CH:14]=[C:9]([C:5]3[CH:6]=[C:7]([Br:8])[C:2]([NH2:1])=[C:3]([Br:29])[CH:4]=3)[O:10][C:11]=2[C:19]([F:20])=[CH:18][C:17]=1[F:21]. Procedure: 20 ml of concentrated sulfuric acid was added to the resulting 1.00 g (1.89 mmol) of 2-(4-amino-3,5-dibromophenyl)-6,8-difluoro-5-pivaloylamino-4H-1-benzopyran-4-one and the mixture was stirred at 100° C. for 1.3 hours. The reaction solution was adjusted to pH 9 by addition of ice and a 10N aqueous solution of sodium hydroxide thereto and the precipitated crystals were collected by filtration. The crystals were purified by silica gel column chromatography (chloroform:acetonitrile=40:1) and tritu...